This data is from the Open Reaction Database (ORD), a public repository of structured organic reaction records. The task is: describe an organic reaction: reactants, conditions, products, and yield Reactants: C(#N)C=1C(=C(C=C2C(C(=CN(C12)C1CC1)C(=O)O)=O)F)N1C[C@@H]2CCCN[C@@H]2C1 (8-cyano-1-cyclopropyl-7-((1S,6S)-2,8-diazabicyclo[4.3.0]-nonan-8-yl)-6-fluoro-1,4-dihydro-4-oxo-3-quinolinecarboxylic acid), C(=C)C(=O)C (methly vinyl ketone). The solvent is methylglycol. The product is C(#N)C=1C(=C(C=C2C(C(=CN(C12)C1CC1)C(=O)O)=O)F)N1C[C@@H]2CCCN([C@@H]2C1)CCC(C)=O (8-Cyano-1-cyclopropyl-7-[(1S,6S)-2-(3-oxo-butyl)-2,8-diazabicyclo[4.3.0]nonan-8-yl]-6-fluoro-1,4-dihydro-4-oxo-3-quinolinecarboxylic acid). RXN SMILES: [C:1]([C:3]1[C:4]([N:21]2[CH2:29][C@@H:28]3[C@@H:23]([CH2:24][CH2:25][CH2:26][NH:27]3)[CH2:22]2)=[C:5]([F:20])[CH:6]=[C:7]2[C:12]=1[N:11]([CH:13]1[CH2:15][CH2:14]1)[CH:10]=[C:9]([C:16]([OH:18])=[O:17])[C:8]2=[O:19])#[N:2].[CH:30]([C:32]([CH3:34])=[O:33])=[CH2:31]>>[C:1]([C:3]1[C:4]([N:21]2[CH2:29][C@@H:28]3[C@@H:23]([CH2:24][CH2:25][CH2:26][N:27]3[CH2:31][CH2:30][C:32](=[O:33])[CH3:34])[CH2:22]2)=[C:5]([F:20])[CH:6]=[C:7]2[C:12]=1[N:11]([CH:13]1[CH2:14][CH2:15]1)[CH:10]=[C:9]([C:16]([OH:18])=[O:17])[C:8]2=[O:19])#[N:2]. Procedure details: 300 mg (0.76 mmol) of 8-cyano-1-cyclopropyl-7-((1S,6S)-2,8-diazabicyclo[4.3.0]-nonan-8-yl)-6-fluoro-1,4-dihydro-4-oxo-3-quinolinecarboxylic acid and 0.63 ml (7.6 mmol) of methly vinyl ketone are heated under reflux in 5 ml of methylglycol for 2 hours. The reaction solution is concentrated in vacuo and the residue is stirred with water and filtered off with suction. Reactants: [Br-], O=Cc1cc(Br)ccc1F, C[Mg+], [Cl-], [NH4+], O. The product is OCc1cc(Br)ccc1F. RXN SMILES: [Br-:11].[Br:1][c:2]1[cH:3][cH:4][c:5]([F:10])[c:6]([CH:7]=[O:8])[cH:9]1.[CH3:12][Mg+:13].[Cl-:14].[NH4+:15].[OH2:16]>>[Br:1][c:2]1[cH:3][cH:4][c:5]([F:10])[c:6]([CH2:7][OH:8])[cH:9]1. Reactants: CC(=O)O, CN, O=Cc1ccc(OCCCN(Cc2cccc(C(F)(F)F)c2Cl)CC(c2ccccc2)c2ccccc2)cc1, ClCCl. Yields the product CNCc1ccc(OCCCN(Cc2cccc(C(F)(F)F)c2Cl)CC(c2ccccc2)c2ccccc2)cc1. RXN SMILES: [C:45]([OH:46])(=[O:47])[CH3:48].[CH3:40][NH2:41].[Cl:1][c:2]1[c:3]([CH2:4][N:5]([CH2:6][CH2:7][CH2:8][O:9][c:10]2[cH:11][cH:12][c:13]([CH:14]=[O:15])[cH:16][cH:17]2)[CH2:18][CH:19]([c:20]2[cH:21][cH:22][cH:23][cH:24][cH:25]2)[c:26]2[cH:27][cH:28][cH:29][cH:30][cH:31]2)[cH:32][cH:33][cH:34][c:35]1[C:36]([F:37])([F:38])[F:39].[Cl:42][CH2:43][Cl:44]>>[Cl:1][c:2]1[c:3]([CH2:4][N:5]([CH2:6][CH2:7][CH2:8][O:9][c:10]2[cH:11][cH:12][c:13]([CH2:14][NH:41][CH3:40])[cH:16][cH:17]2)[CH2:18][CH:19]([c:20]2[cH:21][cH:22][cH:23][cH:24][cH:25]2)[c:26]2[cH:27][cH:28][cH:29][cH:30][cH:31]2)[cH:32][cH:33][cH:34][c:35]1[C:36]([F:37])([F:38])[F:39]. Reactants: CC1(CC1)C(C)=O (1-(1-methylcyclopropyl)ethanone), C12C(C3CC(CC(C1)C3)C2)NC(CC(C(C)(C)C)=O)=O (N-(2-adamantyl)-4,4-dimethyl-3-oxo-pentanamide). The product is C12C(C3CC(CC(C1)C3)C2)NC(CC(=O)C2(CC2)C)=O (N-(2-adamantyl)-3-(1-methylcyclopropyl)-3-oxo-propanamide). RXN SMILES: CC1(C(=O)C)CC1.[CH:8]12[CH2:17][CH:12]3[CH2:13][CH:14]([CH2:16][CH:10]([CH2:11]3)[CH:9]1[NH:18][C:19](=[O:27])[CH2:20][C:21](=[O:26])[C:22]([CH3:25])([CH3:24])[CH3:23])[CH2:15]2>>[CH:8]12[CH2:15][CH:14]3[CH2:13][CH:12]([CH2:11][CH:10]([CH2:16]3)[CH:9]1[NH:18][C:19](=[O:27])[CH2:20][C:21]([C:22]1([CH3:23])[CH2:24][CH2:25]1)=[O:26])[CH2:17]2. Procedure: Prepared from 1-(1-methylcyclopropyl)ethanone by the same process as used for Intermediate #60 The solvent is CO (methanol), CO (Methanol). Product: Cl.COC1=C(C=CC=C1)CC(NC)C=1SC=CC1C (2-Methoxy-N-methyl-α-(3-methyl-2-thienyl)benzeneethanamine hydrochloride). Procedure: A solution of 1.83 g of N-formyl-2-methoxy-N-methyl-α-(3-methyl-2-thienyl)benzeneethanamine, 25 ml of methanol, and 25 ml of 3N hydrochloric acid solution was heated for 3 hr under reflux. Methanol was added to clear the solution. The solution was concentrated, the residue was diluted with water, and extracted with ether. The aqueous phase was basified with 2.5N sodium hydroxide solution and extracted with dichloromethane. The combined organic phase was dried over anhydrous sodium sulfate, filte... Starting materials: C(=O)N(C(CC1=C(C=CC=C1)OC)C=1SC=CC1C)C (N-formyl-2-methoxy-N-methyl-α-(3-methyl-2-thienyl)benzeneethanamine), Cl (hydrochloric acid). Reaction SMILES: [CH:1]([N:3](C)[CH:4]([C:14]1[S:15][CH:16]=[CH:17][C:18]=1[CH3:19])[CH2:5][C:6]1[CH:11]=[CH:10][CH:9]=[CH:8][C:7]=1[O:12][CH3:13])=O.[ClH:21]>CO>[ClH:21].[CH3:13][O:12][C:7]1[CH:8]=[CH:9][CH:10]=[CH:11][C:6]=1[CH2:5][CH:4]([C:14]1[S:15][CH:16]=[CH:17][C:18]=1[CH3:19])[NH:3][CH3:1] |f:3.4|. The reactants are COc1ccc(Br)cc1F, CN(C)C=O, CC(C)NC(C)C, C1CCOC1. The product is COc1ccc(Br)c(C=O)c1F. As a reaction SMILES: [Br:8][c:9]1[cH:10][c:11]([F:17])[c:12]([O:15][CH3:16])[cH:13][cH:14]1.[CH3:18][N:19]([CH:20]=[O:21])[CH3:22].[CH:1]([NH:2][CH:3]([CH3:4])[CH3:5])([CH3:6])[CH3:7].[O:23]1[CH2:24][CH2:25][CH2:26][CH2:27]1>>[Br:8][c:9]1[c:10]([CH:20]=[O:21])[c:11]([F:17])[c:12]([O:15][CH3:16])[cH:13][cH:14]1. The reactants are COC1=CC=C(C=O)C=C1 (4-methoxybenzaldehyde), C(C)(=O)CC(C)=O (acetylacetone), NC(=S)N (thiourea). The reagents and catalysts are Cl (hydrochloric acid). Solvent: C(C)O (ethanol). Run at time 4 hour. The product is COC1=CC=C(C=C1)C1NC(NC(=C1C(C)=O)C)=S ((RS)-1-[4-(4-methoxyphenyl)-6-methyl-2-thioxo-1,2,3,4-tetrahydro-pyrimidin-5-yl]ethanone). The yield is 22.4%. Reaction SMILES: [CH3:1][O:2][C:3]1[CH:10]=[CH:9][C:6]([CH:7]=O)=[CH:5][CH:4]=1.[C:11]([CH2:14][C:15](=O)[CH3:16])(=[O:13])[CH3:12].[NH2:18][C:19]([NH2:21])=[S:20]>C(O)C.Cl>[CH3:1][O:2][C:3]1[CH:10]=[CH:9][C:6]([CH:7]2[C:14]([C:11](=[O:13])[CH3:12])=[C:15]([CH3:16])[NH:21][C:19](=[S:20])[NH:18]2)=[CH:5][CH:4]=1. Reported procedure: A solution of 12.1 ml (0.1 mol) of 4-methoxybenzaldehyde, 10.3 ml (0.1 mol) of acetylacetone and 9.13 g (0.12 mol) of thiourea in 30 ml of ethanol was treated with 10 drops of conc. hydrochloric acid and boiled under reflux while stirring for 4 h. The reaction mixture was concentrated and the residue was purified by column chromatography on silica gel (dichloromethane-methanol 98:2). Subsequent crystallization from ethanol gave 6.2 g (22%) of (RS)-1-[4-(4-methoxyphenyl)-6-methyl-2-thioxo-1,2,3,4... The reactants are SC1=CC=CC=C1 (mercaptobenzene), ClC(Cl)OC (dichloromethyl methylether). Yields the product SC1=CC=C(C=O)C=C1 (4-mercaptobenzaldehyde). As a reaction SMILES: [SH:1][C:2]1[CH:7]=[CH:6][CH:5]=[CH:4][CH:3]=1.Cl[CH:9]([O:11]C)Cl>>[SH:1][C:2]1[CH:7]=[CH:6][C:5]([CH:9]=[O:11])=[CH:4][CH:3]=1. Reported procedure: The above reaction of Example 6A is repeated except that the starting materials are mercaptobenzene and dichloromethyl methylether. Using the same reaction conditions and techniques, there is obtained 4-mercaptobenzaldehyde. Starting materials: N1=CC=C(C=C1)C1=NOC(=N1)COS(=O)(=O)C (Methanesulfonic acid 3-pyridin-4-yl-[1,2,4]oxadiazol-5-ylmethyl ester), C([O-])([O-])=O.[K+].[K+] (potassium carbonate), C(C)(C)(C)OC(=O)N1CCNCC1 (piperazine-1-carboxylic acid tert-butyl ester). The solvent is C(C)#N (acetonitrile). The product is C(C)(C)(C)OC(=O)N1CCN(CC1)CC1=NC(=NO1)C1=CC=NC=C1 (4-(3-Pyridin-4-yl-[1,2,4]oxadiazol-5-ylmethyl)piperazine-1-carboxylic acid tert-butyl ester). As a reaction SMILES: [N:1]1[CH:6]=[CH:5][C:4]([C:7]2[N:11]=[C:10]([CH2:12]OS(C)(=O)=O)[O:9][N:8]=2)=[CH:3][CH:2]=1.C(=O)([O-])[O-].[K+].[K+].[C:24]([O:28][C:29]([N:31]1[CH2:36][CH2:35][NH:34][CH2:33][CH2:32]1)=[O:30])([CH3:27])([CH3:26])[CH3:25]>C(#N)C>[C:24]([O:28][C:29]([N:31]1[CH2:36][CH2:35][N:34]([CH2:12][C:10]2[O:9][N:8]=[C:7]([C:4]3[CH:3]=[CH:2][N:1]=[CH:6][CH:5]=3)[N:11]=2)[CH2:33][CH2:32]1)=[O:30])([CH3:27])([CH3:25])[CH3:26] |f:1.2.3|. Procedure details: Methanesulfonic acid 3-pyridin-4-yl-[1,2,4]oxadiazol-5-ylmethyl ester (Preparation 12, 56 mg, 0.22 mmol) and potassium carbonate (30 mg, 0.22 mmol) were added to a solution of piperazine-1-carboxylic acid tert-butyl ester (37 mg, 0.2 mmol) in acetonitrile (4 ml). The stirred mixture was heated under reflux for 18 h, the solvent removed and the residue dissolved in EtOAc-water (90:10, 50 ml). The organic phase was separated, washed with brine, dried (MgSO4) and the solvent removed to give a resid...